describe an organic reaction: reactants, conditions, products, and yield From a dataset of the Open Reaction Database (ORD), a public repository of structured organic reaction records. Reactants: C(C1=CC=CC=C1)OC(=O)N1CCC(CC1)C(NC1=C(C=NC=C1)O)=O (4-(3-hydroxy-pyridin-4-ylcarbamoyl)-piperidine-1-carboxylic acid benzyl ester), B.C1CCOC1 (borane THF). Yields the product C(C1=CC=CC=C1)OC(=O)N1CCC(CC1)CNC1=C(C=NC=C1)O (4-[(3-hydroxy-pyridin-4-ylamino)-methyl]-piperidine-1-carboxylic acid benzyl ester). RXN SMILES: [CH2:1]([O:8][C:9]([N:11]1[CH2:16][CH2:15][CH:14]([C:17](=O)[NH:18][C:19]2[CH:24]=[CH:23][N:22]=[CH:21][C:20]=2[OH:25])[CH2:13][CH2:12]1)=[O:10])[C:2]1[CH:7]=[CH:6][CH:5]=[CH:4][CH:3]=1.B.C1COCC1>>[CH2:1]([O:8][C:9]([N:11]1[CH2:12][CH2:13][CH:14]([CH2:17][NH:18][C:19]2[CH:24]=[CH:23][N:22]=[CH:21][C:20]=2[OH:25])[CH2:15][CH2:16]1)=[O:10])[C:2]1[CH:7]=[CH:6][CH:5]=[CH:4][CH:3]=1 |f:1.2|. Reported procedure: EXAMPLE 106 was prepared from 4-(3-hydroxy-pyridin-4-ylcarbamoyl)-piperidine-1-carboxylic acid benzyl ester (which was prepared by EDC coupling of 4-amino-pyridin-3-ol and N-benzyloxycarbonyl piperidine-4-carboxylic acid) by borane-THF reduction overnight at room temperature. The reaction was quenched by slow addition of 1N HCl until pH=2, then basified to pH=10 with 10N NaOH. Extraction with chloroform yielded a crude product which was purified by preparative chromatography, eluting with 90:10 ... Reactants: BrCCCCN1CSCC1=O (3-(4-bromobutyl)-4-thiazolidinone), FC1=CC=C(C=C1)N1CCNCC1 (1-(4-fluorophenyl)piperazine), C(=O)([O-])[O-].[K+].[K+] (K2CO3), [Br-] (bromide). The reagents and catalysts are [Na+].[I-] (NaI). The solvent is CC#N (CH3CN), CO (MeOH). Run at temperature 100 celsius. Product: FC1=CC=C(C=C1)N1CCN(CC1)CCCCN1CSCC1=O (3-[4-[1-(4-Fluorophenyl)-4-piperazinyl]butyl]-4-thiazolidinone). The yield is 69.2%. As a reaction SMILES: Br[CH2:2][CH2:3][CH2:4][CH2:5][N:6]1[C:10](=[O:11])[CH2:9][S:8][CH2:7]1.[F:12][C:13]1[CH:18]=[CH:17][C:16]([N:19]2[CH2:24][CH2:23][NH:22][CH2:21][CH2:20]2)=[CH:15][CH:14]=1.C([O-])([O-])=O.[K+].[K+].[Br-]>[Na+].[I-].CO.CC#N>[F:12][C:13]1[CH:14]=[CH:15][C:16]([N:19]2[CH2:24][CH2:23][N:22]([CH2:2][CH2:3][CH2:4][CH2:5][N:6]3[C:10](=[O:11])[CH2:9][S:8][CH2:7]3)[CH2:21][CH2:20]2)=[CH:17][CH:18]=1 |f:2.3.4,6.7|. Procedure: A mixture of 3-(4-bromobutyl)-4-thiazolidinone (4.01 g), 1-(4-fluorophenyl)piperazine (3.35 g), K2CO3 (4.64 g), NaI (150 mg) and CH3CN (150 ml) was heated at 100° C. (bath temperature) under N2 for 18 h. TLC analysis (silica gel, 8% MeOH/CHCL3) showed one major product at Rf =0.36, and the absence of starting bromide. The reaction mixture was cooled to room temperature and concentrated in vacuo to an oil which was taken up in EtOAc. The mixture was filtered to remove the precipitate and the filt...